This data is from the Open Reaction Database (ORD), a public repository of structured organic reaction records. The task is: describe an organic reaction: reactants, conditions, products, and yield Starting materials: NC1CCCc2ccccc21, O=Cc1ccc(Cl)cc1Cl. The product is Clc1ccc(CNC2CCCc3ccccc32)c(Cl)c1. Reaction SMILES: [CH:11]1([NH2:21])[CH2:12][CH2:13][CH2:14][c:15]2[cH:16][cH:17][cH:18][cH:19][c:20]21.[Cl:1][c:2]1[c:3]([CH:4]=[O:5])[cH:6][cH:7][c:8]([Cl:10])[cH:9]1>>[Cl:1][c:2]1[c:3]([CH2:4][NH:21][CH:11]2[CH2:12][CH2:13][CH2:14][c:15]3[cH:16][cH:17][cH:18][cH:19][c:20]32)[cH:6][cH:7][c:8]([Cl:10])[cH:9]1. Starting materials: ClCCl, COc1cc(C(=O)N(C)c2ccc(C)cc2OCCCCCC(=O)N2CCN(C)CC2)ccc1NC(=O)c1cccc2[nH]c(CO)cc12. Product: COc1cc(C(=O)N(C)c2ccc(C)cc2OCCCCCC(=O)N2CCN(C)CC2)ccc1NC(=O)c1cccc2[nH]c(C=O)cc12. As a reaction SMILES: [Cl:49][CH2:50][Cl:51].[OH:1][CH2:2][c:3]1[nH:4][c:5]2[cH:6][cH:7][cH:8][c:9]([C:12](=[O:13])[NH:14][c:15]3[c:16]([O:47][CH3:48])[cH:17][c:18]([C:19](=[O:20])[N:21]([c:22]4[c:23]([O:29][CH2:30][CH2:31][CH2:32][CH2:33][CH2:34][C:35](=[O:36])[N:37]5[CH2:38][CH2:39][N:40]([CH3:43])[CH2:41][CH2:42]5)[cH:24][c:25]([CH3:28])[cH:26][cH:27]4)[CH3:44])[cH:45][cH:46]3)[c:10]2[cH:11]1>>[O:1]=[CH:2][c:3]1[nH:4][c:5]2[cH:6][cH:7][cH:8][c:9]([C:12](=[O:13])[NH:14][c:15]3[c:16]([O:47][CH3:48])[cH:17][c:18]([C:19](=[O:20])[N:21]([c:22]4[c:23]([O:29][CH2:30][CH2:31][CH2:32][CH2:33][CH2:34][C:35](=[O:36])[N:37]5[CH2:38][CH2:39][N:40]([CH3:43])[CH2:41][CH2:42]5)[cH:24][c:25]([CH3:28])[cH:26][cH:27]4)[CH3:44])[cH:45][cH:46]3)[c:10]2[cH:11]1. Reactants: O (water), C(CCCCCCCCCCCCCCCCC)(=O)O (stearic acid), C(CCCCCCCCCCCCCCCCC)O (1-octadecanol), C=1(C(=CC=CC1)S(=O)(=O)O)C (toluenesulfonic acid). The solvent is C1(=CC(=CC=C1)C)C (m-xylene). The product is C(CCCCCCCCCCCCCCCCC)(=O)OCCCCCCCCCCCCCCCCCC (Stearyl Stearate). Yield: 112.5%. Reaction SMILES: [C:1]([OH:20])(=[O:19])[CH2:2][CH2:3][CH2:4][CH2:5][CH2:6][CH2:7][CH2:8][CH2:9][CH2:10][CH2:11][CH2:12][CH2:13][CH2:14][CH2:15][CH2:16][CH2:17][CH3:18].[CH2:21](O)[CH2:22][CH2:23][CH2:24][CH2:25][CH2:26][CH2:27][CH2:28][CH2:29][CH2:30][CH2:31][CH2:32][CH2:33][CH2:34][CH2:35][CH2:36][CH2:37][CH3:38].C1(C)C(S(O)(=O)=O)=CC=CC=1.O>C1(C)C=CC=C(C)C=1>[C:1]([O:20][CH2:38][CH2:37][CH2:36][CH2:35][CH2:34][CH2:33][CH2:32][CH2:31][CH2:30][CH2:29][CH2:28][CH2:27][CH2:26][CH2:25][CH2:24][CH2:23][CH2:22][CH3:21])(=[O:19])[CH2:2][CH2:3][CH2:4][CH2:5][CH2:6][CH2:7][CH2:8][CH2:9][CH2:10][CH2:11][CH2:12][CH2:13][CH2:14][CH2:15][CH2:16][CH2:17][CH3:18]. Procedure details: 71.1 grams (0.25 mole) of purified stearic acid (melting point 70° C.) and 101.5 grams (0.375 mole) of 1-octadecanol were added to 5.5 grams of toluenesulfonic acid in 100 ml of m-xylene and charged into a Dean-Stark equipped 1-liter round bottom flask. After 4 hours of reflux under nitrogen at a pot temperature of 180° C., 6 ml of water was collected. The solvent and any excess alcohol were stripped under 29 inches of mercury vacuum at 130° C. to give 151 grams of a solid having a melting point... Starting materials: O=C([O-])[O-], CC(C)c1cc(N)on1, O=C(Cl)Oc1ccccc1, [K+], [K+], C1CCOC1. The product is CC(C)c1cc(NC(=O)Oc2ccccc2)on1. As a reaction SMILES: [C:10](=[O:11])([O-:12])[O-:13].[CH:1]([CH3:2])([CH3:3])[c:4]1[n:5][o:6][c:7]([NH2:9])[cH:8]1.[Cl:16][C:17](=[O:18])[O:19][c:20]1[cH:21][cH:22][cH:23][cH:24][cH:25]1.[K+:14].[K+:15].[O:26]1[CH2:27][CH2:28][CH2:29][CH2:30]1>>[CH:1]([CH3:2])([CH3:3])[c:4]1[n:5][o:6][c:7]([NH:9][C:17](=[O:18])[O:19][c:20]2[cH:21][cH:22][cH:23][cH:24][cH:25]2)[cH:8]1. Reactants: BrCC1=CC=C(C=C1)CC(=O)N1CC2=CC(=CC=C2CC1)C1=CC=C(C=C1)C (2-(4-bromomethylphenylacetyl)-7-(4-methylphenyl)-1,2,3,4-tetrahydroisoquinoline), CN1CCCCC1 (1-methylpiperidine). The solvent is CN(C=O)C (dimethylformamide). Product: [Br-].C[N+]1(CCCCC1)CC1=CC=C(C=C1)CC(=O)N1CC2=CC(=CC=C2CC1)C1=CC=C(C=C1)C (1-methyl-1-(4-((7-(4-methylphenyl)-1,2,3,4-tetrahydroisoquinolin-2-yl)carbonylmethyl)benzyl)piperidinium bromide). As a reaction SMILES: [Br:1][CH2:2][C:3]1[CH:8]=[CH:7][C:6]([CH2:9][C:10]([N:12]2[CH2:21][CH2:20][C:19]3[C:14](=[CH:15][C:16]([C:22]4[CH:27]=[CH:26][C:25]([CH3:28])=[CH:24][CH:23]=4)=[CH:17][CH:18]=3)[CH2:13]2)=[O:11])=[CH:5][CH:4]=1.[CH3:29][N:30]1[CH2:35][CH2:34][CH2:33][CH2:32][CH2:31]1>CN(C)C=O>[Br-:1].[CH3:29][N+:30]1([CH2:2][C:3]2[CH:8]=[CH:7][C:6]([CH2:9][C:10]([N:12]3[CH2:21][CH2:20][C:19]4[C:14](=[CH:15][C:16]([C:22]5[CH:27]=[CH:26][C:25]([CH3:28])=[CH:24][CH:23]=5)=[CH:17][CH:18]=4)[CH2:13]3)=[O:11])=[CH:5][CH:4]=2)[CH2:35][CH2:34][CH2:33][CH2:32][CH2:31]1 |f:3.4|. Procedure: A solution of 2-(4-bromomethylphenylacetyl)-7-(4-methylphenyl)-1,2,3,4-tetrahydroisoquinoline (0.2 g) and 1-methylpiperidine (0.17 ml) in dimethylformamide (5 ml) was stirred overnight at room temperature under a nitrogen atmosphere. The reaction mixture was evaporated to remove the solvent and was mixed with ethyl acetate, and the precipitate was collected by filtration. The precipitate was dissolved in ethanol, and the solvent was evaporated to obtain 1-methyl-1-(4-((7-(4-methylphenyl)-1,2,3,4... Procedure details: To 2,3,6-trifluoro-4-chlorotoluene (0.22 g) is added conc. sulfuric acid (3 ml) and the mixture is cooled to 0° C. Thereto potassium nitrate (0.18 g) is added and the mixture is stirred for 15 minutes under ice-cooling. The reaction mixture is poured into ice-water, extracted with dichloromethane, and the extract is washed with a saturated aqueous solution of sodium hydrogen carbonate, then with water and dried. The solvent is distilled off under reduced pressure to give 2,3,6-trifluoro-4-chloro... The yield is 61.9%. RXN SMILES: [F:1][C:2]1[C:7]([F:8])=[C:6]([Cl:9])[CH:5]=[C:4]([F:10])[C:3]=1[CH3:11].S(=O)(=O)(O)O.[N+:17]([O-])([O-:19])=[O:18].[K+]>>[F:1][C:2]1[C:7]([F:8])=[C:6]([Cl:9])[C:5]([N+:17]([O-:19])=[O:18])=[C:4]([F:10])[C:3]=1[CH3:11] |f:2.3|. Product: FC1=C(C(=C(C(=C1F)Cl)[N+](=O)[O-])F)C (2,3,6-trifluoro-4-chloro-5-nitrotoluene). Starting materials: ice water, FC1=C(C(=CC(=C1F)Cl)F)C (2,3,6-trifluoro-4-chlorotoluene), S(O)(O)(=O)=O (sulfuric acid), [N+](=O)([O-])[O-].[K+] (potassium nitrate). Reaction conditions: temperature 0 celsius, time 15 minute. The reactants are IC1=C2C=CC(=NC2=CC=C1)Cl (5-iodo-2-chloroquinoline), O1CCOC2=C1C=CC=C2CN (2,3-dihydro-1,4-benzodioxin-5-ylmethylamine), NCC1=C2C=CNC2=CC=C1 (4-aminomethylindole). The product is O1CCOC2=C1C=CC=C2CNC2=NC=1C=CC=C(C1C=C2)NCC2=C1C=CNC1=CC=C2 (N2-(2,3-Dihydro-benzo[1,4]dioxin-5-ylmethyl)-N5-(1H-indol-4-ylmethyl)-quinoline-2,5-diamine). Reaction SMILES: I[C:2]1[CH:11]=[CH:10][CH:9]=[C:8]2[C:3]=1[CH:4]=[CH:5][C:6](Cl)=[N:7]2.[O:13]1[C:18]2[CH:19]=[CH:20][CH:21]=[C:22]([CH2:23][NH2:24])[C:17]=2[O:16][CH2:15][CH2:14]1.[NH2:25][CH2:26][C:27]1[CH:35]=[CH:34][CH:33]=[C:32]2[C:28]=1[CH:29]=[CH:30][NH:31]2>>[O:13]1[C:18]2[CH:19]=[CH:20][CH:21]=[C:22]([CH2:23][NH:24][C:6]3[CH:5]=[CH:4][C:3]4[C:2]([NH:25][CH2:26][C:27]5[CH:35]=[CH:34][CH:33]=[C:32]6[C:28]=5[CH:29]=[CH:30][NH:31]6)=[CH:11][CH:10]=[CH:9][C:8]=4[N:7]=3)[C:17]=2[O:16][CH2:15][CH2:14]1. Procedure: The title compound, MS: m/e=437.4 (M+H+), was prepared in accordance with the general method of example 1 from 5-iodo-2-chloroquinoline, 2,3-dihydro-1,4-benzodioxin-5-ylmethylamine and 4-aminomethylindole. The reactants are [N+](=O)([O-])C=1C=C2C(=CNC2=CC1)CCCCN1CCN(CC1)C1=CC2=C(OCCO2)C=C1 (6-[4-(4-(5-nitroindol-3-yl)butyl)piperazino]-1,4-benzodioxane). Reagents/catalysts: [Pd] (Pd-C). The solvent is CO (methanol). Yields the product NC=1C=C2C(=CNC2=CC1)CCCCN1CCN(CC1)C1=CC2=C(OCCO2)C=C1 (6-[4-(4-(5-aminoindol-3-yl)butyl)piperazino]-1,4-benzodioxane). As a reaction SMILES: [N+:1]([C:4]1[CH:5]=[C:6]2[C:10](=[CH:11][CH:12]=1)[NH:9][CH:8]=[C:7]2[CH2:13][CH2:14][CH2:15][CH2:16][N:17]1[CH2:22][CH2:21][N:20]([C:23]2[CH:32]=[CH:31][C:26]3[O:27][CH2:28][CH2:29][O:30][C:25]=3[CH:24]=2)[CH2:19][CH2:18]1)([O-])=O>CO.[Pd]>[NH2:1][C:4]1[CH:5]=[C:6]2[C:10](=[CH:11][CH:12]=1)[NH:9][CH:8]=[C:7]2[CH2:13][CH2:14][CH2:15][CH2:16][N:17]1[CH2:18][CH2:19][N:20]([C:23]2[CH:32]=[CH:31][C:26]3[O:27][CH2:28][CH2:29][O:30][C:25]=3[CH:24]=2)[CH2:21][CH2:22]1. Procedure: A suspension of 3.8 g of 6-[4-(4-(5-nitroindol-3-yl)butyl)piperazino]-1,4-benzodioxane in 45 ml of methanol is hydrogenated with stirring on 0.1% Pd-C at 20° and 1 bar until absorption of H2 is complete. The mixture is poured into ice-water, worked up in the conventional manner and gives 6-[4-(4-(5-aminoindol-3-yl)butyl)piperazino]-1,4-benzodioxane.